From a dataset of the Open Reaction Database (ORD), a public repository of structured organic reaction records. describe an organic reaction: reactants, conditions, products, and yield Starting materials: mixture, ClCC1(OC1)COC1=C(C=C(C=C1)Cl)Cl (2-chloromethyl-2-(2,4-dichlorophenoxymethyl)-oxirane), ClC1=C(OCC2(OC2)COC2=C(C=C(C=C2)Cl)Cl)C=CC(=C1)Cl (2,2-bis(2,4-dichlorophenoxymethyl)-oxirane), N1N=CN=C1 (1,2,4-triazole), 13.8, C([O-])([O-])=O.[K+].[K+] (potassium carbonate). Solvent: CC(=O)C (acetone). Yields the product ClC1=C(OCC(COC2=C(C=C(C=C2)Cl)Cl)(CN2N=CN=C2)O)C=CC(=C1)Cl (1,3-bis-(2,4-dichlorophenoxy)-2-hydroxy-2-(1,2,4-triazol-1-yl-methyl)-propane). RXN SMILES: ClCC1(COC2C=CC(Cl)=CC=2Cl)CO1.[Cl:16][C:17]1[CH:37]=[C:36]([Cl:38])[CH:35]=[CH:34][C:18]=1[O:19][CH2:20][C:21]1([CH2:24][O:25][C:26]2[CH:31]=[CH:30][C:29]([Cl:32])=[CH:28][C:27]=2[Cl:33])[CH2:23][O:22]1.[NH:39]1[CH:43]=[N:42][CH:41]=[N:40]1.C(=O)([O-])[O-].[K+].[K+]>CC(C)=O>[Cl:16][C:17]1[CH:37]=[C:36]([Cl:38])[CH:35]=[CH:34][C:18]=1[O:19][CH2:20][C:21]([OH:22])([CH2:23][N:39]1[CH:43]=[N:42][CH:41]=[N:40]1)[CH2:24][O:25][C:26]1[CH:31]=[CH:30][C:29]([Cl:32])=[CH:28][C:27]=1[Cl:33] |f:3.4.5|. Reported procedure: 23.5 g of a mixture of 2-chloromethyl-2-(2,4-dichlorophenoxymethyl)-oxirane and 2,2-bis(2,4-dichlorophenoxymethyl)-oxirane are added dropwise to a solution of 20.7 g (0.3 mole) of 1,2,4-triazole and 13.8 (0.1 mole) of potassium carbonate in 200 ml of acetone. The reaction mixture is stirred under reflux for 20 hours. It is then filtered cold and the filtrate is concentrated in vacuo. The residue is dissolved in chloroform and the solution is washed with water, dried over sodium sulphate and puri... The reactants are C1(=CC=CC=C1)C(C(=O)O)=O (phenyl glyoxylic acid), COC(Cl)Cl (dichloromethyl methyl ether). Reaction conditions: time 1 hour. The product is C1(=CC=CC=C1)C(C(=O)Cl)=O (phenylglyoxylic acid chloride). Isolated yield 98.7%. RXN SMILES: [C:1]1([C:7](=[O:11])[C:8](O)=[O:9])[CH:6]=[CH:5][CH:4]=[CH:3][CH:2]=1.COC(Cl)[Cl:15]>>[C:1]1([C:7](=[O:11])[C:8]([Cl:15])=[O:9])[CH:6]=[CH:5][CH:4]=[CH:3][CH:2]=1. Procedure details: In a 50 mL-volume flask, 12.2 g of phenyl glyoxylic acid was placed, and then 9.26 g of dichloromethyl methyl ether was dropwise added at room temperature. The mixture was stirred at room temperature for 1 hour. The reaction mixture was placed under reduced pressure (62° C./2 torr) to give 13.4 g of phenylglyoxylic acid chloride. The obtained phenylglyoxylic acid chloride was dropwise added to a mixture of 7.86 g of phenol, 7.26 g of pyridine and 10 mL of toluene. The resulting mixture was stirr...